From a dataset of the Open Reaction Database (ORD), a public repository of structured organic reaction records. describe an organic reaction: reactants, conditions, products, and yield Starting materials: C1CCOC1, CC(=O)O, CNc1nc(Cl)nc2c1CCC2c1ccc(Cl)cc1, COc1cc(N)ccc1-n1cnc(Cl)c1. Product: CNc1nc(Nc2ccc(-n3cnc(Cl)c3)c(OC)c2)nc2c1CCC2c1ccc(Cl)cc1. As a reaction SMILES: [CH2:39]1[O:40][CH2:41][CH2:42][CH2:43]1.[CH3:35][C:36](=[O:37])[OH:38].[Cl:1][c:2]1[n:3][c:4]([NH:18][CH3:19])[c:5]2[c:6]([n:7]1)[CH:8]([c:11]1[cH:12][cH:13][c:14]([Cl:17])[cH:15][cH:16]1)[CH2:9][CH2:10]2.[Cl:20][c:21]1[n:22][cH:23][n:24](-[c:26]2[c:27]([O:33][CH3:34])[cH:28][c:29]([NH2:30])[cH:31][cH:32]2)[cH:25]1>>[c:2]1([NH:30][c:29]2[cH:28][c:27]([O:33][CH3:34])[c:26](-[n:24]3[cH:23][n:22][c:21]([Cl:20])[cH:25]3)[cH:32][cH:31]2)[n:3][c:4]([NH:18][CH3:19])[c:5]2[c:6]([n:7]1)[CH:8]([c:11]1[cH:12][cH:13][c:14]([Cl:17])[cH:15][cH:16]1)[CH2:9][CH2:10]2. Reaction SMILES: [C:16](=[O:17])([O-:18])[O-:19].[CH3:1][NH:2][C:3]([C:4](=[N:5][O:6][CH3:7])[c:8]1[c:9]([OH:14])[cH:10][cH:11][cH:12][cH:13]1)=[O:15].[CH3:31][C:32]#[N:33].[F:22][c:23]1[n:24][cH:25][n:26][c:27]([F:30])[c:28]1[F:29].[K+:20].[K+:21]>>[CH3:1][NH:2][C:3]([C:4](=[N:5][O:6][CH3:7])[c:8]1[c:9]([O:14][c:27]2[n:26][cH:25][n:24][c:23]([F:22])[c:28]2[F:29])[cH:10][cH:11][cH:12][cH:13]1)=[O:15]. Yields the product CNC(=O)C(=NOC)c1ccccc1Oc1ncnc(F)c1F. The reactants are O=C([O-])[O-], CNC(=O)C(=NOC)c1ccccc1O, CC#N, Fc1ncnc(F)c1F, [K+], [K+]. Starting materials: CSC1=CC=C(C=C1)[C@@H]([C@H](CO)N)O ((+)-thiomicamine), C1(=CC=CC=C1)C (toluene), C1(=CC=CC=C1)C (toluene), O (water). The solvent is CC(=O)C (acetone), CC(=O)C (acetone). The product is CSC1=CC=C(C=C1)[C@H]1[C@@H](NC(O1)(C)C)CO ((4S,5S)-5-(4-methylthiophenyl)-4-hydroxymethyl-2,2-dimethyl-1,3-oxazolidine). RXN SMILES: [CH3:1][S:2][C:3]1[CH:8]=[CH:7][C:6]([C@H:9]([OH:14])[C@@H:10]([NH2:13])[CH2:11][OH:12])=[CH:5][CH:4]=1.[C:15]1(C)[CH:20]=CC=C[CH:16]=1.O>CC(C)=O>[CH3:1][S:2][C:3]1[CH:4]=[CH:5][C:6]([C@@H:9]2[O:14][C:15]([CH3:20])([CH3:16])[NH:13][C@H:10]2[CH2:11][OH:12])=[CH:7][CH:8]=1. Procedure details: A stirred mixture of enantiomerically pure (+)-thiomicamine (100 g; 0.469 mol), toluene (920 ml) and acetone (100 ml) was heated at reflux for 18 hours beneath a Dean Stark trap: a mixture of toluene, water and acetone (11 g) was collected. The solvent (200 ml) was distilled at ambient pressure and then under vacuum (internal temperature 80° C.) to give compound 7 (118.6 g) as residue. The reactants are C(C)(C)NC(C)C (diisopropylamine), C(CCC)[Li] (n-butyllithium), C(C)OC(CCC)=O (butyric acid ethyl ester), C(=O)OCC (ethyl formate). Run in C1CCOC1 (THF), C1CCOC1 (THF). Reaction conditions: temperature -78 celsius. Product: C(C)(=O)OC.CCCCCC (methyl acetate hexane), C(C)OC(C(CC)C=O)=O (2-Formyl-butyric acid ethyl ester). Yield: 194.4%. Reaction SMILES: C(N[CH:5]([CH3:7])[CH3:6])(C)C.[CH2:8]([Li])[CH2:9][CH2:10]C.[CH2:13]([O:15][C:16](=[O:20])[CH2:17][CH2:18][CH3:19])C.[CH:21]([O:23][CH2:24][CH3:25])=[O:22]>C1COCC1>[C:16]([O:15][CH3:13])(=[O:20])[CH3:17].[CH3:8][CH2:9][CH2:10][CH2:7][CH2:5][CH3:6].[CH2:24]([O:23][C:21](=[O:22])[CH:17]([CH:16]=[O:15])[CH2:18][CH3:19])[CH3:25] |f:5.6|. Reported procedure: A solution of diisopropylamine (10.1 g, 100 mmol) in THF (100 mL) was treated with n-butyllithium (1.6 M in hexane, 63 mL, 100 mmol) at room temperature under N2. The resulting pale yellow solution was cooled to −78° C. A solution of butyric acid ethyl ester (10.4 g, 89.2 mmol) in THF (28 mL) was added. Stirring was continued for a half hour at −78° C., after which ethyl formate (22.0 g, 300 mmol) was added. The reaction mixture was allowed to warm to room temperature and stirred for three hours... Reactants: N(CCC(=O)O)C(=O)OCC1C2=CC=CC=C2C2=CC=CC=C12 (Fmoc-β-Ala-OH), OC1=C(F)C(F)=C(F)C(F)=C1F (PfpOH), C1CCC(CC1)N=C=NC2CCCCC2 (DCC). Run in CN(C)C=O (DMF). Reaction conditions: time 15 hour. The product is N(CCC(=O)OC1=C(F)C(F)=C(F)C(F)=C1F)C(=O)OCC1C2=CC=CC=C2C2=CC=CC=C12 (Fmoc-β-Ala-OPfp). The yield is 89.9%. RXN SMILES: [NH:1]([C:7]([O:9][CH2:10][CH:11]1[C:23]2[C:18](=[CH:19][CH:20]=[CH:21][CH:22]=2)[C:17]2[C:12]1=[CH:13][CH:14]=[CH:15][CH:16]=2)=[O:8])[CH2:2][CH2:3][C:4]([OH:6])=[O:5].O[C:25]1[C:34]([F:35])=[C:32]([F:33])[C:30]([F:31])=[C:28]([F:29])[C:26]=1[F:27].C1CCC(N=C=NC2CCCCC2)CC1>CN(C=O)C>[NH:1]([C:7]([O:9][CH2:10][CH:11]1[C:12]2[C:17](=[CH:16][CH:15]=[CH:14][CH:13]=2)[C:18]2[C:23]1=[CH:22][CH:21]=[CH:20][CH:19]=2)=[O:8])[CH2:2][CH2:3][C:4]([O:6][C:25]1[C:26]([F:27])=[C:28]([F:29])[C:30]([F:31])=[C:32]([F:33])[C:34]=1[F:35])=[O:5]. Procedure: To a solution of Fmoc-β-Ala-OH (311 mg, 1.0 mmol) and PfpOH(334 mg, 1.75 mmol) in DMF (2.5 mL) was added DCC (288 mg, 1.4 mmol) at 0° C. for 30 min and then room temperature for 15 h. The reaction mixture was filterd to remove DCUrea, the flitrate was evaporated in vacuo, and the residue was flush-chromatographed (CH2Cl2). The crude Fmoc-β-Ala-OPfp was recrystallized using hexane and CH2Cl2 to give the pure Fmoc-β-Ala-OPfp (429 mg 90%) as a white powder. To a solution of Fmoc-β-Ala-OPfp (100 mg,... Reactants: CC(C)(C)OC(=O)N1CCC(OS(C)(=O)=O)CC1, Cc1ccc(C(=O)NC2CC2)cc1-c1ccc2[nH]ncc2c1, [H-], N, [Na+], CN(C)C=O. The product is Cc1ccc(C(=O)NC2CC2)cc1-c1ccc2c(cnn2C2CCN(C(=O)OC(C)(C)C)CC2)c1. RXN SMILES: [CH3:25][S:26]([O:27][CH:30]1[CH2:31][CH2:32][N:33]([C:36](=[O:37])[O:38][C:39]([CH3:40])([CH3:41])[CH3:42])[CH2:34][CH2:35]1)(=[O:28])=[O:29].[CH:1]1([NH:4][C:5]([c:6]2[cH:7][c:8](-[c:13]3[cH:14][c:15]4[cH:16][n:17][nH:18][c:19]4[cH:20][cH:21]3)[c:9]([CH3:12])[cH:10][cH:11]2)=[O:22])[CH2:2][CH2:3]1.[H-:23].[NH3:43].[Na+:24].[O:44]=[CH:45][N:46]([CH3:47])[CH3:48]>>[CH:1]1([NH:4][C:5]([c:6]2[cH:7][c:8](-[c:13]3[cH:14][c:15]4[cH:16][n:17][n:18]([CH:30]5[CH2:31][CH2:32][N:33]([C:36](=[O:37])[O:38][C:39]([CH3:40])([CH3:41])[CH3:42])[CH2:34][CH2:35]5)[c:19]4[cH:20][cH:21]3)[c:9]([CH3:12])[cH:10][cH:11]2)=[O:22])[CH2:2][CH2:3]1.